This data is from the Open Reaction Database (ORD), a public repository of structured organic reaction records. The task is: describe an organic reaction: reactants, conditions, products, and yield Reactants: CNC1=CC=CC(=N1)CCOC1=CC2=C(C[C@H](C(N(C2)CC(F)(F)F)=O)CC(=O)OC)C=C1 (methyl (S)-8-[2-[6-(methylamino)pyridin-2-yl]-1-ethoxy]-3-oxo-2-(2,2,2-trifluoroethyl)-2,3,4,5-tetrahydro-1H-2-benzazepine-4-acetate), N1=C(C=CC=C1)NCCCOC1=CC2=C(C[C@@H](C(N(C2)CC(F)(F)F)=O)CC(=O)OC)C=C1 (methyl (R)-8-[3-(2-pyridylamino)-1-propyloxy]-3-oxo-2-(2,2,2-trifluoroethyl)-2,3,4,5-tetrahydro-1H-2-benzazepine-4-acetate). Run in O (H2O). Product: CNC1=CC=CC(=N1)CCOC1=CC2=C(C[C@H](C(N(C2)CC(F)(F)F)=O)CC(=O)O)C=C1 ((S)-8-[2-[6-(Methylamino)pyridin-2-yl]-1-ethoxy]-3-oxo-2-(2,2,2-trifluoroethyl)-2,3,4,5-tetrahydro-1H-2-benzazepine-4-acetic acid). RXN SMILES: [CH3:1][NH:2][C:3]1[N:8]=[C:7]([CH2:9][CH2:10][O:11][C:12]2[CH:33]=[CH:32][C:15]3[CH2:16][C@@H:17]([CH2:27][C:28]([O:30]C)=[O:29])[C:18](=[O:26])[N:19]([CH2:21][C:22]([F:25])([F:24])[F:23])[CH2:20][C:14]=3[CH:13]=2)[CH:6]=[CH:5][CH:4]=1.N1C=CC=CC=1NCCCOC1C=CC2C[C@H](CC(OC)=O)C(=O)N(CC(F)(F)F)CC=2C=1>O>[CH3:1][NH:2][C:3]1[N:8]=[C:7]([CH2:9][CH2:10][O:11][C:12]2[CH:33]=[CH:32][C:15]3[CH2:16][C@@H:17]([CH2:27][C:28]([OH:30])=[O:29])[C:18](=[O:26])[N:19]([CH2:21][C:22]([F:23])([F:25])[F:24])[CH2:20][C:14]=3[CH:13]=2)[CH:6]=[CH:5][CH:4]=1. Reported procedure: According to the method of Example 37(c), except substituting methyl (S)-8-[2-[6-(methylamino)pyridin-2-yl]-1-ethoxy]-3-oxo-2-(2,2,2-trifluoroethyl)-2,3,4,5-tetrahydro-1H-2-benzazepine-4-acetate for the methyl (R)-8-[3-(2-pyridylamino)-1-propyloxy]-3-oxo-2-(2,2,2-trifluoroethyl)-2,3,4,5-tetrahydro-1H-2-benzazepine-4-acetate, the title compound was prepared as a white solid: MS (ES) m/e 452.2 (M+H)+. Anal. Calcd for C22H24F3N3O4.0.7 H2O: C, 56.94; H, 5.52; N, 9.05. Found: C, 56.80; H, 5.19; N, 8.... Starting materials: resultant mixture, OCC[C@@H]1CC(C2=CC=C(C=C2C1(C)C)C)(C)C ((S)-3-(2-Hydroxyethyl)-1,1,4,4,6-pentamethyl-1,2,3,4-tetrahydronaphthalene), S(=O)(Cl)Cl (thionyl chloride), N1=CC=CC=C1 (pyridine). Run in C1(=CC=CC=C1)C (toluene). Reaction conditions: temperature 0 celsius. Yields the product ClCC[C@@H]1CC(C2=CC=C(C=C2C1(C)C)C)(C)C ((S)-3-(2-chloroethyl)-1,1,4,4,6-pentamethyl-1,2,3,4-tetrahydronaphthalene). Yield: 61.3%. As a reaction SMILES: O[CH2:2][CH2:3][C@H:4]1[C:13]([CH3:15])([CH3:14])[C:12]2[C:7](=[CH:8][CH:9]=[C:10]([CH3:16])[CH:11]=2)[C:6]([CH3:18])([CH3:17])[CH2:5]1.N1C=CC=CC=1.S(Cl)([Cl:27])=O>C1(C)C=CC=CC=1>[Cl:27][CH2:2][CH2:3][C@H:4]1[C:13]([CH3:15])([CH3:14])[C:12]2[C:7](=[CH:8][CH:9]=[C:10]([CH3:16])[CH:11]=2)[C:6]([CH3:18])([CH3:17])[CH2:5]1. Reported procedure: (S)-3-(2-Hydroxyethyl)-1,1,4,4,6-pentamethyl-1,2,3,4-tetrahydronaphthalene ([α]546 -8.1° (C=0.62 in ethanol)) (70.5 g; 0.287 mol) was dissolved in toluene (700 g), and pyridine (25.0 g; 0.316 mol) was added thereto. The resulting mixture was cooled to 0° C., and thionyl chloride (41.0 g; 0.345 mol) was added dropwise thereto. After the addition was completed, the resultant mixture was heated at 60° C. for 5 hours. The reaction mixture was cooled, washed with dilute hydrochloric acid, saturated s...